From a dataset of the Open Reaction Database (ORD), a public repository of structured organic reaction records. describe an organic reaction: reactants, conditions, products, and yield Reactants: CCCCCCCNCCC(C)(C)CCO, ClCCl, O=C=Nc1ccc(F)cc1F. Yields the product CCCCCCCN(CCC(C)(C)CCO)C(=O)Nc1ccc(F)cc1F. Reaction SMILES: [CH2:1]([CH2:2][CH2:3][CH2:4][CH2:5][CH2:6][CH3:7])[NH:8][CH2:9][CH2:10][C:11]([CH2:12][CH2:13][OH:14])([CH3:15])[CH3:16].[CH2:28]([Cl:29])[Cl:30].[F:17][c:18]1[c:19]([N:25]=[C:26]=[O:27])[cH:20][cH:21][c:22]([F:24])[cH:23]1>>[CH2:1]([CH2:2][CH2:3][CH2:4][CH2:5][CH2:6][CH3:7])[N:8]([CH2:9][CH2:10][C:11]([CH2:12][CH2:13][OH:14])([CH3:15])[CH3:16])[C:26]([NH:25][c:19]1[c:18]([F:17])[cH:23][c:22]([F:24])[cH:21][cH:20]1)=[O:27]. The reactants are BrB(Br)Br, CCC(CC)C(NS(=O)(=O)c1ccc(Cl)s1)c1ccnn1Cc1ccc(OC)cc1, ClCCl, O. Yields the product CCC(CC)C(NS(=O)(=O)c1ccc(Cl)s1)c1ccnn1Cc1ccc(O)cc1. RXN SMILES: [B:31]([Br:32])([Br:33])[Br:34].[Cl:1][c:2]1[cH:3][cH:4][c:5]([S:7](=[O:8])(=[O:9])[NH:10][CH:11]([CH:12]([CH2:13][CH3:14])[CH2:15][CH3:16])[c:17]2[cH:18][cH:19][n:20][n:21]2[CH2:22][c:23]2[cH:24][cH:25][c:26]([O:29][CH3:30])[cH:27][cH:28]2)[s:6]1.[Cl:36][CH2:37][Cl:38].[OH2:35]>>[Cl:1][c:2]1[cH:3][cH:4][c:5]([S:7](=[O:8])(=[O:9])[NH:10][CH:11]([CH:12]([CH2:13][CH3:14])[CH2:15][CH3:16])[c:17]2[cH:18][cH:19][n:20][n:21]2[CH2:22][c:23]2[cH:24][cH:25][c:26]([OH:29])[cH:27][cH:28]2)[s:6]1.